Task: describe an organic reaction: reactants, conditions, products, and yield. Dataset: the Open Reaction Database (ORD), a public repository of structured organic reaction records Reactants: CC(C(C=CC)=O)CC (5-Methyl-hept-2-en-4-one), CC(CC)[Mg]Br (2-butyl-magnesium bromide), C(\C=C\C)=O (crotonaldehyde). Run in CCOCC (ether). Product: CC(C(C=CC)O)CC (5-Methyl-hept-2-en-4-ol). As a reaction SMILES: [CH3:1][CH:2]([CH2:8][CH3:9])[C:3](=[O:7])[CH:4]=[CH:5][CH3:6].CC([Mg]Br)CC.C(=O)/C=C/C>CCOCC>[CH3:1][CH:2]([CH2:8][CH3:9])[CH:3]([OH:7])[CH:4]=[CH:5][CH3:6]. Reported procedure: 5-Methyl-hept-2-en-4-one to be used according to the invention can be obtained for example by reacting 2-butyl-magnesium bromide (prepared, for example, from 2-bromo-butane and magnesium filings) with crotonaldehyde in ether solution. 5-Methyl-hept-2-en-4-ol is obtained as an intermediate and is oxidized with a mixture of sodium dichromate and sulphuric acid to give 5-methyl-hept-2-en-4-one. The 5-methyl-hept-2-en-4-one is obtained as a mixture of the cis- and trans-isomers, with the latter pred... The reactants are glass, C(C)(C)(C)OC(=O)N1CC(OCC1)C1=CC(=C(C=C1)Br)F ((RS)-2-(4-bromo-3-fluoro-phenyl)-morpholine-4-carboxylic acid tert-butyl ester), FC(C=1C=NC(=NC1)N)(F)F (5-trifluoromethyl-pyrimidin-2-ylamine). Run in O1CCOCC1 (dioxane). Run at temperature 120 celsius. The product is C(C)(C)(C)OC(=O)N1CC(OCC1)C1=CC(=C(C=C1)NC1=NC=C(C=N1)C(F)(F)F)F ((RS)-2-[3-fluoro-4-(5-trifluoromethyl-pyrimidin-2-ylamino)-phenyl]-morpholine-4-carboxylic acid tert-butyl ester). Isolated yield 46.8%. RXN SMILES: [C:1]([O:5][C:6]([N:8]1[CH2:13][CH2:12][O:11][CH:10]([C:14]2[CH:19]=[CH:18][C:17](Br)=[C:16]([F:21])[CH:15]=2)[CH2:9]1)=[O:7])([CH3:4])([CH3:3])[CH3:2].[F:22][C:23]([F:32])([F:31])[C:24]1[CH:25]=[N:26][C:27]([NH2:30])=[N:28][CH:29]=1>O1CCOCC1>[C:1]([O:5][C:6]([N:8]1[CH2:13][CH2:12][O:11][CH:10]([C:14]2[CH:19]=[CH:18][C:17]([NH:30][C:27]3[N:26]=[CH:25][C:24]([C:23]([F:32])([F:22])[F:31])=[CH:29][N:28]=3)=[C:16]([F:21])[CH:15]=2)[CH2:9]1)=[O:7])([CH3:4])([CH3:3])[CH3:2]. Reported procedure: To a 20 ml glass vial was added (RS)-2-(4-bromo-3-fluoro-phenyl)-morpholine-4-carboxylic acid tert-butyl ester (200 mg, example 96(e)) and 5-trifluoromethyl-pyrimidin-2-ylamine (145 mg, CAS 69034-08-8) in dioxane (5 ml). The reaction mixture was purged with argon for 5 min. 2-Di-tert-butylphosphino-2′,4′,6′-triisopropylbiphenyl (38.9 mg), tris(dibenzylideneacetone)dipalladium(0) (20.3 mg) and sodium tert-butoxide (59.9 mg) were then added. The vial was capped and heated at 120° C. for 16 h. The ...